This data is from the Open Reaction Database (ORD), a public repository of structured organic reaction records. The task is: describe an organic reaction: reactants, conditions, products, and yield Starting materials: Ti(O-i-Pr)4, ClC1=CC=C(C=C1)S(=O)(=O)N1C2CC3(OCCO3)CC1CC(C2)C(=O)OCC (Ethyl 9-[(4-chlorophenyl)sulfonyl]spiro[9-azabicyclo[3.3.1]nonane-3,2′-[1,3]dioxolane]-7-carboxylate), CC[Mg+].[Br-] (EtMgBr). Run in CCOC(=O)C (EtOAc), CCOCC (Et2O). Run at temperature -78 celsius, time 18 hour. Yields the product ClC1=CC=C(C=C1)S(=O)(=O)N1C2CC3(OCCO3)CC1CC(C2)C2(CC2)O (1-{9-[(4-Chlorophenyl)sulfonyl]spiro[9-azabicyclo[3.3.1]nonane-3,2′-[1,3]dioxolan]-7-yl}cyclopropanol). RXN SMILES: [Cl:1][C:2]1[CH:7]=[CH:6][C:5]([S:8]([N:11]2[CH:20]3[CH2:21][CH:22]([C:24]([O:26]CC)=O)[CH2:23][CH:12]2[CH2:13][C:14]2([CH2:19]3)[O:18][CH2:17][CH2:16][O:15]2)(=[O:10])=[O:9])=[CH:4][CH:3]=1.[CH3:29][CH2:30][Mg+].[Br-]>CCOCC.CCOC(C)=O>[Cl:1][C:2]1[CH:3]=[CH:4][C:5]([S:8]([N:11]2[CH:12]3[CH2:23][CH:22]([C:24]4([OH:26])[CH2:30][CH2:29]4)[CH2:21][CH:20]2[CH2:19][C:14]2([CH2:13]3)[O:15][CH2:16][CH2:17][O:18]2)(=[O:9])=[O:10])=[CH:6][CH:7]=1 |f:1.2|. Procedure details: Ethyl 9-[(4-chlorophenyl)sulfonyl]spiro[9-azabicyclo[3.3.1]nonane-3,2′-[1,3]dioxolane]-7-carboxylate (50) (395 mg, 0.918 mmol) was dissolved in Et2O (2 mL) and the resulting solution was cooled to −78° C. Ti(O-i-Pr)4 was added followed by EtMgBr dropwise over 10 minutes. The reaction mixture was warmed to room temperature and stirred for 18 h. The resulting solution was diluted with EtOAc and washed with saturated aqueous NH4Cl. The organic phase was dried (Na2SO4), filtered, and concentrated to... The reactants are ClCCCOC=1C=C2C=CC(NC2=CC1)=O (6-(3-chloropropoxy)carbostyril), NCCCO (3-amino-1-propanol). Run in CO (methanol). Yields the product OCCCNCCCOC=1C=C2C=CC(NC2=CC1)=O (6-[3-(3-hydroxypropyl)aminopropoxy]carbostyril). Reaction SMILES: Cl[CH2:2][CH2:3][CH2:4][O:5][C:6]1[CH:7]=[C:8]2[C:13](=[CH:14][CH:15]=1)[NH:12][C:11](=[O:16])[CH:10]=[CH:9]2.[NH2:17][CH2:18][CH2:19][CH2:20][OH:21]>CO>[OH:21][CH2:20][CH2:19][CH2:18][NH:17][CH2:2][CH2:3][CH2:4][O:5][C:6]1[CH:7]=[C:8]2[C:13](=[CH:14][CH:15]=1)[NH:12][C:11](=[O:16])[CH:10]=[CH:9]2. Procedure details: A solution of 6-(3-chloropropoxy)carbostyril (5.0 g) and 3-amino-1-propanol (24 ml) in methanol (25 ml) is heated at 100° C. for 4 hours in an autoclave. The mixture is concentrated under reduced pressure to remove the solvent, and the residue is purified by silica gel column chromatography (solvent; methylene chloride:methanol:aqueous ammonia=70:10:1), and recrystallized from methanol-diethyl ether to give 6-[3-(3-hydroxypropyl)aminopropoxy]carbostyril(4.4 g) as a white powder.